From a dataset of the Open Reaction Database (ORD), a public repository of structured organic reaction records. describe an organic reaction: reactants, conditions, products, and yield Starting materials: FC(S(=O)(=O)OC1=C(C=C(C=C1C)C#N)C)(F)F (4-cyano-2,6-dimethylphenyl trifluoromethanesulfonate), C(=O)C=1C=C(C=CC1)B(O)O ((3-formylphenyl)boronic acid), C1(CCCCC1)P(C1=C(C=CC=C1)C1=C(C=CC=C1OC)OC)C1CCCCC1 (dicyclohexyl(2′,6′-dimethoxybiphenyl-2-yl)phosphine), P(=O)([O-])([O-])[O-].[K+].[K+].[K+] (tripotassium phosphate). The reagents and catalysts are C(C)(=O)[O-].[Pd+2].C(C)(=O)[O-] (palladium acetate). Solvent: O (water), C1(=CC=CC=C1)C (toluene). Run at time 6 hour. Yields the product C(=O)C=1C=C(C=CC1)C1=C(C=C(C=C1C)C#N)C (3′-formyl-2,6-dimethylbiphenyl-4-carbonitrile). RXN SMILES: FC(F)(F)S(O[C:7]1[C:12]([CH3:13])=[CH:11][C:10]([C:14]#[N:15])=[CH:9][C:8]=1[CH3:16])(=O)=O.[CH:19]([C:21]1[CH:22]=[C:23](B(O)O)[CH:24]=[CH:25][CH:26]=1)=[O:20].C1(P(C2CCCCC2)C2C=CC=CC=2C2C(OC)=CC=CC=2OC)CCCCC1.P([O-])([O-])([O-])=O.[K+].[K+].[K+]>C([O-])(=O)C.[Pd+2].C([O-])(=O)C.O.C1(C)C=CC=CC=1>[CH:19]([C:21]1[CH:26]=[C:25]([C:7]2[C:12]([CH3:13])=[CH:11][C:10]([C:14]#[N:15])=[CH:9][C:8]=2[CH3:16])[CH:24]=[CH:23][CH:22]=1)=[O:20] |f:3.4.5.6,7.8.9|. Reported procedure: Trifluoromethanesulfonic anhydride was dropwise added, under ice-cooling, to a mixture of 4-hydroxy-3,5-dimethylbenzonitrile, pyridine and dichloromethane, followed by stirring at room temperature for 2 hours to obtain 4-cyano-2,6-dimethylphenyl trifluoromethanesulfonate. In an atmosphere of nitrogen, a mixture of 4-cyano-2,6-dimethylphenyl trifluoromethanesulfonate, (3-formylphenyl)boronic acid, palladium acetate, dicyclohexyl(2′,6′-dimethoxybiphenyl-2-yl)phosphine, tripotassium phosphate, tolu... Reactants: C(C)(C)(C)OC(CNC1=C(C=C(C=C1)C#N)[N+](=O)[O-])=O (N-(4-Cyano-2-nitrophenyl)glycine tert-butyl ester). Reagents/catalysts: [C].[Pd] (palladium carbon), [C].[Pd] (palladium carbon). Run in O1CCCC1 (tetrahydrofuran). Product: C(C)(C)(C)OC(CNC1=C(C=C(C=C1)C#N)N)=O (N-(2-Amino-4-cyanophenyl)glycine tert-Butyl Ester). Yield: 53.8%. RXN SMILES: [C:1]([O:5][C:6](=[O:20])[CH2:7][NH:8][C:9]1[CH:14]=[CH:13][C:12]([C:15]#[N:16])=[CH:11][C:10]=1[N+:17]([O-])=O)([CH3:4])([CH3:3])[CH3:2]>O1CCCC1.[C].[Pd]>[C:1]([O:5][C:6](=[O:20])[CH2:7][NH:8][C:9]1[CH:14]=[CH:13][C:12]([C:15]#[N:16])=[CH:11][C:10]=1[NH2:17])([CH3:4])([CH3:2])[CH3:3] |f:2.3|. Reported procedure: N-(4-Cyano-2-nitrophenyl)glycine tert-butyl ester (17.337 g) was hydrogenated using 7.5% palladium carbon (1.73 g) in tetrahydrofuran (173 ml) at atmospheric pressure for 2 hours and by adding 7.5% palladium carbon (3.84 g) for one more hour. After completion of the reaction, the reaction mixture was filtered through celite and the solvent was evaporated. The obtained residue was washed with diisopropyl ether, collected by filtration and dried under reduced pressure to give the title compound (8... Procedure details: 5-[3-(2-chloro-4-pyrimidinyl)imidazo[1,2-a]pyridin-2-yl]-N-(2,6-difluorophenyl)-2-(ethyloxy)benzamide (Intermediate Example 6) (115 mg, 0.227 mmol), 5-methyl-2-(methyloxy)-4-{4-[2-(methylsulfonyl)ethyl]-1-piperazinyl}aniline (Example 148, step D) (67 mg, 0.204 mmol), and p-toluenesulfonic acid (93 mg, 0.49 mmol) were weighed into a 20 mL vial. 10 mL of iPrOH was added and the mixture was heated to 120° C. for 48 h. The mixture was transferred to a 50 mL round bottom and neutralized with 2 mL of ... Yield: 50.5%. Reaction SMILES: Cl[C:2]1[N:7]=[C:6]([C:8]2[N:12]3[CH:13]=[CH:14][CH:15]=[CH:16][C:11]3=[N:10][C:9]=2[C:17]2[CH:18]=[CH:19][C:20]([O:34][CH2:35][CH3:36])=[C:21]([CH:33]=2)[C:22]([NH:24][C:25]2[C:30]([F:31])=[CH:29][CH:28]=[CH:27][C:26]=2[F:32])=[O:23])[CH:5]=[CH:4][N:3]=1.[CH3:37][C:38]1[C:39]([N:47]2[CH2:52][CH2:51][N:50]([CH2:53][CH2:54][S:55]([CH3:58])(=[O:57])=[O:56])[CH2:49][CH2:48]2)=[CH:40][C:41]([O:45][CH3:46])=[C:42]([CH:44]=1)[NH2:43].C1(C)C=CC(S(O)(=O)=O)=CC=1.C[O-].[Na+]>C(Cl)Cl.CC(O)C>[F:32][C:26]1[CH:27]=[CH:28][CH:29]=[C:30]([F:31])[C:25]=1[NH:24][C:22](=[O:23])[C:21]1[CH:33]=[C:17]([C:9]2[N:10]=[C:11]3[CH:16]=[CH:15][CH:14]=[CH:13][N:12]3[C:8]=2[C:6]2[CH:5]=[CH:4][N:3]=[C:2]([NH:43][C:42]3[CH:44]=[C:38]([CH3:37])[C:39]([N:47]4[CH2:52][CH2:51][N:50]([CH2:53][CH2:54][S:55]([CH3:58])(=[O:57])=[O:56])[CH2:49][CH2:48]4)=[CH:40][C:41]=3[O:45][CH3:46])[N:7]=2)[CH:18]=[CH:19][C:20]=1[O:34][CH2:35][CH3:36] |f:3.4|. Run at temperature 120 celsius. Yields the product FC1=C(C(=CC=C1)F)NC(C1=C(C=CC(=C1)C=1N=C2N(C=CC=C2)C1C1=NC(=NC=C1)NC1=C(C=C(C(=C1)C)N1CCN(CC1)CCS(=O)(=O)C)OC)OCC)=O (N-(2,6-difluorophenyl)-2-(ethyloxy)-5-(3-{2-[(5-methyl-2-(methyloxy)-4-{4-[2-(methylsulfonyl)ethyl]-1-piperazinyl}phenyl)amino]-4-pyrimidinyl}imidazo[1,2-a]pyridin-2-yl)benzamide). The reactants are ClC1=NC=CC(=N1)C1=C(N=C2N1C=CC=C2)C=2C=CC(=C(C(=O)NC1=C(C=CC=C1F)F)C2)OCC (5-[3-(2-chloro-4-pyrimidinyl)imidazo[1,2-a]pyridin-2-yl]-N-(2,6-difluorophenyl)-2-(ethyloxy)benzamide), C[O-].[Na+] (sodium methoxide), CC=1C(=CC(=C(N)C1)OC)N1CCN(CC1)CCS(=O)(=O)C (5-methyl-2-(methyloxy)-4-{4-[2-(methylsulfonyl)ethyl]-1-piperazinyl}aniline), C1(=CC=C(C=C1)S(=O)(=O)O)C (p-toluenesulfonic acid). Solvent: C(Cl)Cl (DCM), CC(C)O (iPrOH). Starting materials: Clc1cc(I)c(Br)cn1, COCCOC, OB(O)c1ccc(Cl)cc1, [K+], [K+], O=C([O-])[O-], c1ccc(P(c2ccccc2)(c2ccccc2)[Pd](P(c2ccccc2)(c2ccccc2)c2ccccc2)(P(c2ccccc2)(c2ccccc2)c2ccccc2)P(c2ccccc2)(c2ccccc2)c2ccccc2)cc1. Product: Clc1ccc(-c2cc(Cl)ncc2Br)cc1. Reaction SMILES: [Br:1][c:2]1[c:3]([I:9])[cH:4][c:5]([Cl:8])[n:6][cH:7]1.[CH3:26][O:27][CH2:28][CH2:29][O:30][CH3:31].[Cl:10][c:11]1[cH:12][cH:13][c:14]([B:17]([OH:18])[OH:19])[cH:15][cH:16]1.[K+:20].[K+:21].[O-:22][C:23]([O-:24])=[O:25].[cH:32]1[cH:33][cH:34][c:35]([P:36]([Pd:37]([P:38]([c:39]2[cH:40][cH:41][cH:42][cH:43][cH:44]2)([c:45]2[cH:46][cH:47][cH:48][cH:49][cH:50]2)[c:51]2[cH:52][cH:53][cH:54][cH:55][cH:56]2)([P:57]([c:58]2[cH:59][cH:60][cH:61][cH:62][cH:63]2)([c:64]2[cH:65][cH:66][cH:67][cH:68][cH:69]2)[c:70]2[cH:71][cH:72][cH:73][cH:74][cH:75]2)[P:76]([c:77]2[cH:78][cH:79][cH:80][cH:81][cH:82]2)([c:83]2[cH:84][cH:85][cH:86][cH:87][cH:88]2)[c:89]2[cH:90][cH:91][cH:92][cH:93][cH:94]2)([c:95]2[cH:96][cH:97][cH:98][cH:99][cH:100]2)[c:101]2[cH:102][cH:103][cH:104][cH:105][cH:106]2)[cH:107][cH:108]1>>[Br:1][c:2]1[c:3](-[c:14]2[cH:13][cH:12][c:11]([Cl:10])[cH:16][cH:15]2)[cH:4][c:5]([Cl:8])[n:6][cH:7]1.